From a dataset of the Open Reaction Database (ORD), a public repository of structured organic reaction records. describe an organic reaction: reactants, conditions, products, and yield Reactants: Cl.C(C)(=O)OCC (hydrogen chloride ethyl acetate), C(C1=CC=CC=C1)OC(=O)NCCC[C@H](NCC1=CC(=CC=C1)OC)C(=O)N[C@@H]1[C@@H](CCC1)C(=O)OC(C)(C)C (tert-butyl (1R,2S)-2-({N5-[(benzyloxy)carbonyl]-N2-(3-methoxybenzyl)-L-ornithyl}amino)cyclopentanecarboxylate). Solvent: C(C)(=O)OCC (ethyl acetate), C(C)(=O)OCC (ethyl acetate). Yields the product Cl.C(C1=CC=CC=C1)OC(=O)NCCC[C@H](NCC1=CC(=CC=C1)OC)C(=O)N[C@@H]1[C@@H](CCC1)C(=O)O ((1R,2S)-2-({N5-[(benzyloxy)carbonyl]-N2-(3-methoxybenzyl)-L-ornithyl}amino)cyclopentanecarboxylic acid hydrochloride). Reaction SMILES: [CH2:1]([O:8][C:9]([NH:11][CH2:12][CH2:13][CH2:14][C@@H:15]([C:26]([NH:28][C@H:29]1[CH2:33][CH2:32][CH2:31][C@H:30]1[C:34]([O:36]C(C)(C)C)=[O:35])=[O:27])[NH:16][CH2:17][C:18]1[CH:23]=[CH:22][CH:21]=[C:20]([O:24][CH3:25])[CH:19]=1)=[O:10])[C:2]1[CH:7]=[CH:6][CH:5]=[CH:4][CH:3]=1.[ClH:41].C(OCC)(=O)C>C(OCC)(=O)C>[ClH:41].[CH2:1]([O:8][C:9]([NH:11][CH2:12][CH2:13][CH2:14][C@@H:15]([C:26]([NH:28][C@H:29]1[CH2:33][CH2:32][CH2:31][C@H:30]1[C:34]([OH:36])=[O:35])=[O:27])[NH:16][CH2:17][C:18]1[CH:23]=[CH:22][CH:21]=[C:20]([O:24][CH3:25])[CH:19]=1)=[O:10])[C:2]1[CH:3]=[CH:4][CH:5]=[CH:6][CH:7]=1 |f:1.2,4.5|. Procedure details: To a mixture of tert-butyl (1R,2S)-2-({N5-[(benzyloxy)carbonyl]-N2-(3-methoxybenzyl)-L-ornithyl}amino)cyclopentanecarboxylate (0.28 g) and ethyl acetate (3.0 ml) was added a 4 M hydrogen chloride/ethyl acetate solution (3.0 ml) at room temperature, followed by stirring at room temperature over one night. The reaction mixture was concentrated under reduced pressure, and a saturated sodium bicarbonate solution was added to the residue for neutralization, followed by extraction with ethyl acetate. ... The reactants are C([O-])([O-])=O.[K+].[K+] (potassium carbonate), C(C)(=O)[O-].C(C)(=O)[O-].C(C)(=O)[O-].C(C)(=O)[O-].[Pb+4] (lead tetraacetate), mercuric diacetate, BrC=1C=CC(=C(C1)B(O)O)C (5-bromo-2-methylphenylboronic acid). Reaction conditions: temperature 40 celsius, time 5 minute. The product is C(C)(=O)[O-].C(C)(=O)[O-].C(C)(=O)[O-].BrC=1C=CC(=C(C1)[Pb+3])C (5-bromo-2-methylphenyllead triacetate). Yield: 78.9%. RXN SMILES: [C:1]([O-:4])(=[O:3])[CH3:2].[C:5]([O-:8])(=[O:7])[CH3:6].[C:9]([O-:12])(=[O:11])[CH3:10].C([O-])(=O)C.[Pb+4:17].[Br:18][C:19]1[CH:20]=[CH:21][C:22]([CH3:28])=[C:23](B(O)O)[CH:24]=1.C(=O)([O-])[O-].[K+].[K+]>>[C:1]([O-:4])(=[O:3])[CH3:2].[C:5]([O-:8])(=[O:7])[CH3:6].[C:9]([O-:12])(=[O:11])[CH3:10].[Br:18][C:19]1[CH:20]=[CH:21][C:22]([CH3:28])=[C:23]([Pb+3:17])[CH:24]=1 |f:0.1.2.3.4,6.7.8,9.10.11.12|. Reported procedure: To a mixture of lead tetraacetate (11.25 g, 25.40 mmol) and mercuric diacetate (0.40 g, 1.27 mmol), thoroughly flushed with nitrogen, is added anhydrous chloroform (35 ml). This mixture is warmed to 40° C., and 5-bromo-2-methylphenylboronic acid (4.96 g, 23.10 mmol) is added in one portion and the suspension is heated at this temperature for 5 hours. The mixture is then allowed to cool to room temperature, followed by further cooling to 0° C. then powdered anhydrous potassium carbonate (1.61 g) ... Starting materials: C(CCC)N1NC(=CC1=O)C(F)(F)F (1-butyl-3-(trifluoromethyl)pyrazol-5-one), COC=1C=CC(=CC1)P2(=S)SP(=S)(S2)C=3C=CC(=CC3)OC (Lawesson's reagent). Run in C1(=CC=CC=C1)C (toluene). Run at time 6 hour. Product: C(CCC)N1NC(=CC1=S)C(F)(F)F (1-butyl-3-(trifluoromethyl)pyrazol-5-thione). The yield is 99.6%. As a reaction SMILES: [CH2:1]([N:5]1[C:9](=O)[CH:8]=[C:7]([C:11]([F:14])([F:13])[F:12])[NH:6]1)[CH2:2][CH2:3][CH3:4].COC1C=CC(P2(SP(C3C=CC(OC)=CC=3)(=S)S2)=[S:24])=CC=1>C1(C)C=CC=CC=1>[CH2:1]([N:5]1[C:9](=[S:24])[CH:8]=[C:7]([C:11]([F:14])([F:13])[F:12])[NH:6]1)[CH2:2][CH2:3][CH3:4]. Procedure details: 5.00 g of 1-butyl-3-(trifluoromethyl)pyrazol-5-one (8-3), and 7.88 g of Lawesson's reagent were suspended in 300 ml of anhydrous toluene. The suspension was heated under reflux with stirring for 6 hours. The reaction solution was concentrated under reduced pressure. The residue was purified by silica gel column chromatography (n-hexane:ethyl acetate=3:1) to produce 4.35 g of 1-butyl-3-(trifluoromethyl)pyrazol-5-thione (8-6).